Task: describe an organic reaction: reactants, conditions, products, and yield. Dataset: the Open Reaction Database (ORD), a public repository of structured organic reaction records Starting materials: CCN(c1cc(Br)c(F)c(C(=O)OC)c1C)C1CCOCC1, CO, Cl, [Na+], C1CCOC1, [OH-]. The product is CCN(c1cc(Br)c(F)c(C(=O)O)c1C)C1CCOCC1. RXN SMILES: [Br:1][c:2]1[c:3]([F:22])[c:4]([C:5](=[O:6])[O:7][CH3:8])[c:9]([CH3:21])[c:10]([N:12]([CH:13]2[CH2:14][CH2:15][O:16][CH2:17][CH2:18]2)[CH2:19][CH3:20])[cH:11]1.[CH3:31][OH:32].[ClH:25].[Na+:24].[O:26]1[CH2:27][CH2:28][CH2:29][CH2:30]1.[OH-:23]>>[Br:1][c:2]1[c:3]([F:22])[c:4]([C:5](=[O:6])[OH:7])[c:9]([CH3:21])[c:10]([N:12]([CH:13]2[CH2:14][CH2:15][O:16][CH2:17][CH2:18]2)[CH2:19][CH3:20])[cH:11]1. Reactants: OC(=O)C(F)(F)F.N[C@H](C(=O)NC=1C=C(C=C(C1)C1=CC=NC=C1)C(C(=O)O)(C)C)CC1=CC=C(C=C1)Cl ((S)-2-(3-(2-amino-3-(4-chlorophenyl)propanamido)-5-(pyridin-4-yl)phenyl)-2-methylpropanoic acid TFA salt), S1C=NC(=C1)C=O (thiazole-4-carbaldehyde), C(C)(=O)O[BH-](OC(C)=O)OC(C)=O.[Na+] (sodium triacetoxyborohydride), CCN(C(C)C)C(C)C (DIEA), [B-]C#N.[Na+] (sodium cyanotrihydroborate). Run in CO (MeOH), ClCCCl (DCE). Reaction conditions: temperature 70 celsius, time 1 hour. Yields the product OC(=O)C(F)(F)F.ClC1=CC=C(C=C1)C[C@@H](C(=O)NC=1C=C(C=C(C1)C1=CC=NC=C1)C(C(=O)O)(C)C)NCC=1N=CSC1 ((S)-2-(3-(3-(4-chlorophenyl)-2-(thiazol-4-ylmethylamino)propanamido)-5-(pyridin-4-yl)phenyl)-2-methylpropanoic acid TFA salt), solid. Yield: 60.0%. Reaction SMILES: [OH:1][C:2]([C:4]([F:7])([F:6])[F:5])=[O:3].[NH2:8][C@@H:9]([CH2:31][C:32]1[CH:37]=[CH:36][C:35]([Cl:38])=[CH:34][CH:33]=1)[C:10]([NH:12][C:13]1[CH:14]=[C:15]([C:25]([CH3:30])([CH3:29])[C:26]([OH:28])=[O:27])[CH:16]=[C:17]([C:19]2[CH:24]=[CH:23][N:22]=[CH:21][CH:20]=2)[CH:18]=1)=[O:11].[S:39]1[CH:43]=[C:42]([CH:44]=O)[N:41]=[CH:40]1.C(O[BH-](OC(=O)C)OC(=O)C)(=O)C.[Na+].CCN(C(C)C)C(C)C.[B-]C#N.[Na+]>CO.ClCCCl>[OH:3][C:2]([C:4]([F:7])([F:6])[F:5])=[O:1].[Cl:38][C:35]1[CH:34]=[CH:33][C:32]([CH2:31][C@H:9]([NH:8][CH2:44][C:42]2[N:41]=[CH:40][S:39][CH:43]=2)[C:10]([NH:12][C:13]2[CH:14]=[C:15]([C:25]([CH3:29])([CH3:30])[C:26]([OH:28])=[O:27])[CH:16]=[C:17]([C:19]3[CH:20]=[CH:21][N:22]=[CH:23][CH:24]=3)[CH:18]=2)=[O:11])=[CH:37][CH:36]=1 |f:0.1,3.4,6.7,10.11|. Procedure details: To a 100 ml flask were added (S)-2-(3-(2-amino-3-(4-chlorophenyl)propanamido)-5-(pyridin-4-yl)phenyl)-2-methylpropanoic acid TFA salt 63.1.C (200 mg, 0.36 mmole), thiazole-4-carbaldehyde (33 mg, 0.21 mmole), sodium triacetoxyborohydride (154 mg, 0.73 mmole), 20 ml of DCE, 1 ml MeOH and DIEA (95 μl, 0.54 mmole). The reaction was stirred at 70° C. for 2 hours at which time sodium cyanotrihydroborate (46 mg, 0.73 mmole) was added and stirred at 70° C. for an additional 1 hour. The reaction mixture ... The reactants are Cl, N#Cc1cccc(Cc2ccc(F)cc2)n1, [Na+], [OH-], O. Product: O=C(O)c1cccc(Cc2ccc(F)cc2)n1. Reaction SMILES: [ClH:19].[F:1][c:2]1[cH:3][cH:4][c:5]([CH2:6][c:7]2[cH:8][cH:9][cH:10][c:11]([C:13]#[N:14])[n:12]2)[cH:15][cH:16]1.[Na+:18].[OH-:17].[OH2:20]>>[F:1][c:2]1[cH:3][cH:4][c:5]([CH2:6][c:7]2[cH:8][cH:9][cH:10][c:11]([C:13](=[O:17])[OH:20])[n:12]2)[cH:15][cH:16]1. The reactants are C(CCC)[Li] (n-butyllithium), O (water), C1(=CC=CC=C1)N1C=NC=C1 (1-Phenylimidazole), solution, C1CO1 (ethyleneoxide). Solvent: CCCCCC (hexane), O1CCCC1 (tetrahydrofuran), O1CCCC1 (tetrahydrofuran). Reaction conditions: time 19 hour. The product is C1(=CC=CC=C1)N1C(=NC=C1)CCO (2-(1-Phenylimidazol-2-yl)ethanol). As a reaction SMILES: [C:1]1([N:7]2[CH:11]=[CH:10][N:9]=[CH:8]2)[CH:6]=[CH:5][CH:4]=[CH:3][CH:2]=1.C([Li])CCC.[CH2:17]1[O:19][CH2:18]1.O>O1CCCC1.CCCCCC>[C:1]1([N:7]2[CH:11]=[CH:10][N:9]=[C:8]2[CH2:17][CH2:18][OH:19])[CH:2]=[CH:3][CH:4]=[CH:5][CH:6]=1. Procedure details: 1-Phenylimidazole (3.00 g) was dissolved in tetrahydrofuran. To the solution was added dropwise a solution of n-butyllithium (1.6 M) in hexane (16.9 ml) at −70° C. The mixture was stirred for 30 minutes at the same temperature, to which 50% solution (4.76 g) of ethyleneoxide in tetrahydrofuran. The mixture was warmed up to room temperature over 1 hour, and stirred 19 hours at the same temperature. To the reaction mixture was added water. The mixture was subjected to extraction with ethyl acetate...